From a dataset of the Open Reaction Database (ORD), a public repository of structured organic reaction records. describe an organic reaction: reactants, conditions, products, and yield Starting materials: C1CCOC1, COCOc1cc(C2(C)OCCO2)ccc1C(=O)Nc1ccccc1C(=O)Nc1ccc(Cl)cn1, Cl. Product: COCOc1cc(C(C)=O)ccc1C(=O)Nc1ccccc1C(=O)Nc1ccc(Cl)cn1. As a reaction SMILES: [CH2:37]1[O:38][CH2:39][CH2:40][CH2:41]1.[Cl:1][c:2]1[cH:3][cH:4][c:5]([NH:8][C:9]([c:10]2[c:11]([NH:16][C:17]([c:18]3[c:19]([O:30][CH2:31][O:32][CH3:33])[cH:20][c:21]([C:24]4([CH3:29])[O:25][CH2:28][CH2:27][O:26]4)[cH:22][cH:23]3)=[O:34])[cH:12][cH:13][cH:14][cH:15]2)=[O:35])[n:6][cH:7]1.[ClH:36]>>[Cl:1][c:2]1[cH:3][cH:4][c:5]([NH:8][C:9]([c:10]2[c:11]([NH:16][C:17]([c:18]3[c:19]([O:30][CH2:31][O:32][CH3:33])[cH:20][c:21]([C:24](=[O:25])[CH3:29])[cH:22][cH:23]3)=[O:34])[cH:12][cH:13][cH:14][cH:15]2)=[O:35])[n:6][cH:7]1. The reactants are C(OCC)(=O)Cl (ethyl chlorocarbonate), Cl (hydrochloric acid), COC=1C=C(C(C(=O)O)=CC1)O (4-methoxysalicylic acid), NCCSCCCCCCCC (2-aminoethyl-n-octylsulfide). Run at temperature -15 celsius, time 1.5 hour. Reaction SMILES: [CH3:1][O:2][C:3]1[CH:4]=[C:5]([OH:12])[C:6](=[CH:10][CH:11]=1)[C:7]([OH:9])=O.[C:13](Cl)(=[O:17])[O:14][CH2:15][CH3:16].[NH2:19][CH2:20][CH2:21][S:22][CH2:23][CH2:24][CH2:25][CH2:26][CH2:27][CH2:28][CH2:29][CH3:30].Cl>C(Cl)Cl.C(N(CC)CC)C>[CH2:15]([O:14][C:13]([O:12][C:5]1[CH:4]=[C:3]([O:2][CH3:1])[CH:11]=[CH:10][C:6]=1[C:7]([NH:19][CH2:20][CH2:21][S:22][CH2:23][CH2:24][CH2:25][CH2:26][CH2:27][CH2:28][CH2:29][CH3:30])=[O:9])=[O:17])[CH3:16]. Procedure details: In the meantime, 3.36 g of 4-methoxysalicylic acid was dispersed in 30 ml of methylene chloride under argon atmosphere, and the dispersion was cooled to -15° C. To the dispersion were added 4.47 g of triethylamine and 4.58 g of ethyl chlorocarbonate, and the mixture was agitated for 1.5 hours. To the mixture was added the 2-aminoethyl-n-octylsulfide which had been dissolved in 10 ml of methylene chloride, and the mixture was agitated at -15° C. for 2 hours. The reaction mixture was poured into 1... The product is C(C)OC(=O)OC1=C(C(=O)NCCSCCCCCCCC)C=CC(=C1)OC (2-(2'-ethoxycarbonyloxy-4'-methoxybenzoylamino)ethyl-n-octylsulfide). Run in C(C)N(CC)CC (triethylamine), C(Cl)Cl (methylene chloride), C(Cl)Cl (methylene chloride). Starting materials: CCC(C(c1ccc2nc(NCC(C)(C)C(=O)OC(C)C)sc2c1)n1ccnc1)N(C)C, [Li+], C1COCCO1, [OH-], O, O. Product: CCC(C(c1ccc2nc(NCC(C)(C)C(=O)O)sc2c1)n1ccnc1)N(C)C. RXN SMILES: [CH3:1][N:2]([CH:3]([CH:4]([n:5]1[cH:6][n:7][cH:8][cH:9]1)[c:10]1[cH:11][c:12]2[c:13]([n:14][c:15]([NH:17][CH2:18][C:19]([C:20](=[O:21])[O:22][CH:23]([CH3:24])[CH3:25])([CH3:26])[CH3:27])[s:16]2)[cH:28][cH:29]1)[CH2:30][CH3:31])[CH3:32].[Li+:35].[O:36]1[CH2:37][CH2:38][O:39][CH2:40][CH2:41]1.[OH-:34].[OH2:33].[OH2:42]>>[CH3:1][N:2]([CH:3]([CH:4]([n:5]1[cH:6][n:7][cH:8][cH:9]1)[c:10]1[cH:11][c:12]2[c:13]([n:14][c:15]([NH:17][CH2:18][C:19]([C:20](=[O:21])[OH:22])([CH3:26])[CH3:27])[s:16]2)[cH:28][cH:29]1)[CH2:30][CH3:31])[CH3:32]. RXN SMILES: [CH2:69]([OH:70])[CH2:71][CH2:72][CH3:73].[Cl:24][c:25]1[s:26][c:27]2[cH:28][cH:29][cH:30][cH:31][c:32]2[n:33]1.[ClH:68].[NH2:1][c:2]1[cH:3][cH:4][c:5](-[c:6]2[cH:7][cH:8][c:9]([C:10](=[O:11])[CH2:12][C:13]([CH3:14])([CH3:15])[C:16]([O:17][CH3:18])=[O:19])[cH:20][cH:21]2)[cH:22][cH:23]1.[Na+:67].[OH-:66].[s:34]1[c:35]([NH:43][c:44]2[cH:45][cH:46][c:47](-[c:50]3[cH:51][cH:52][c:53]([C:56]([CH2:57][C:58]([C:59](=[O:60])[O:61][CH3:62])([CH3:63])[CH3:64])=[O:65])[cH:54][cH:55]3)[cH:48][cH:49]2)[n:36][c:37]2[c:38]1[cH:39][cH:40][cH:41][cH:42]2>>[s:34]1[c:35]([NH:43][c:44]2[cH:45][cH:46][c:47](-[c:50]3[cH:51][cH:52][c:53]([C:56]([CH2:57][C:58]([C:59](=[O:60])[OH:61])([CH3:63])[CH3:64])=[O:65])[cH:54][cH:55]3)[cH:48][cH:49]2)[n:36][c:37]2[c:38]1[cH:39][cH:40][cH:41][cH:42]2. Reactants: CCCCO, Clc1nc2ccccc2s1, Cl, COC(=O)C(C)(C)CC(=O)c1ccc(-c2ccc(N)cc2)cc1, [Na+], [OH-], COC(=O)C(C)(C)CC(=O)c1ccc(-c2ccc(Nc3nc4ccccc4s3)cc2)cc1. The product is CC(C)(CC(=O)c1ccc(-c2ccc(Nc3nc4ccccc4s3)cc2)cc1)C(=O)O.